The task is: describe an organic reaction: reactants, conditions, products, and yield. This data is from the Open Reaction Database (ORD), a public repository of structured organic reaction records. Reactants: ClC1=C(C=NC2=CC(=C(C=C12)OC)OC)C#N (4-chloro-6,7-dimethoxy-3-quinolinecarbonitrile), FC(C1=CC=C(N)C=C1)(F)F (4-(trifluoromethyl)aniline), Cl.N1=CC=CC=C1 (pyridine hydrochloride), C(C)OC(C)O (ethoxyethanol), C([O-])([O-])=O.[Na+].[Na+] (sodium carbonate), Cl (hydrogen chloride). The solvent is O (water). Yields the product COC=1C=C2C(=C(C=NC2=CC1OC)C#N)NC1=CC=C(C=C1)C(F)(F)F (6,7-dimethoxy-4-(4-trifluoromethyl-phenylamino)-quinoline-3-carbonitrile). The yield is 71.7%. Reaction SMILES: Cl[C:2]1[C:11]2[C:6](=[CH:7][C:8]([O:14][CH3:15])=[C:9]([O:12][CH3:13])[CH:10]=2)[N:5]=[CH:4][C:3]=1[C:16]#[N:17].[F:18][C:19]([F:28])([F:27])[C:20]1[CH:26]=[CH:25][C:23]([NH2:24])=[CH:22][CH:21]=1.Cl.N1C=CC=CC=1.C(OC(O)C)C.C(=O)([O-])[O-].[Na+].[Na+].Cl>O>[CH3:13][O:12][C:9]1[CH:10]=[C:11]2[C:6](=[CH:7][C:8]=1[O:14][CH3:15])[N:5]=[CH:4][C:3]([C:16]#[N:17])=[C:2]2[NH:24][C:23]1[CH:25]=[CH:26][C:20]([C:19]([F:18])([F:27])[F:28])=[CH:21][CH:22]=1 |f:2.3,5.6.7|. Procedure details: A mixture of 0.249 g of 4-chloro-6,7-dimethoxy-3-quinolinecarbonitrile, 0.322 g of 4-(trifluoromethyl)aniline, 20 mg of pyridine hydrochloride, and 10 ml of ethoxyethanol was stirred under nitrogen, at reflux temperature for 30 minutes. The mixture was cooled and added to 40 ml of water. To this mixture was added sodium carbonate and concentrated hydrogen chloride to adjust pH to 7. The product was collected, washed with water, and dried to give 0.268 g of 6,7-dimethoxy-4-(4-trifluoromethyl-phen... Yields the product C(C)OC(=O)N1CCN(CC1)C(=O)CC1=NC2=CC=CC=C2C(=C1C(=O)NCC(=O)O)OC (2-[(4-(ethoxycarbonyl)piperazin-1-yl)carbonylmethyl](carboxymethyl)aminocarbonyl-4-methoxyquinoline). Reactants: OS(=O)(=O)[O-].[Na+] (NaHSO4), C(C)OC(=O)N1CCN(CC1)C(=O)CC1=NC2=CC=CC=C2C(=C1C(=O)NCC(=O)OCC)OC (2-[(4-(ethoxycarbonyl)piperazin-1-yl)carbonylmethyl](ethoxycarbonylmethyl)aminocarbonyl-4-methoxyquinoline), [Li+].[OH-] (LiOH). Run in C(C)O (ethanol), O (water). As a reaction SMILES: [CH2:1]([O:3][C:4]([N:6]1[CH2:11][CH2:10][N:9]([C:12]([CH2:14][C:15]2[C:24]([C:25]([NH:27][CH2:28][C:29]([O:31]CC)=[O:30])=[O:26])=[C:23]([O:34][CH3:35])[C:22]3[C:17](=[CH:18][CH:19]=[CH:20][CH:21]=3)[N:16]=2)=[O:13])[CH2:8][CH2:7]1)=[O:5])[CH3:2].[Li+].[OH-].OS([O-])(=O)=O.[Na+]>C(O)C.O>[CH2:1]([O:3][C:4]([N:6]1[CH2:7][CH2:8][N:9]([C:12]([CH2:14][C:15]2[C:24]([C:25]([NH:27][CH2:28][C:29]([OH:31])=[O:30])=[O:26])=[C:23]([O:34][CH3:35])[C:22]3[C:17](=[CH:18][CH:19]=[CH:20][CH:21]=3)[N:16]=2)=[O:13])[CH2:10][CH2:11]1)=[O:5])[CH3:2] |f:1.2,3.4|. The yield is 90.9%. Reported procedure: To a solution of 2-[(4-(ethoxycarbonyl)piperazin-1-yl)carbonylmethyl](ethoxycarbonylmethyl)aminocarbonyl-4-methoxyquinoline (30 mg, 0.06 mmol) in ethanol (1.0 mL), was added a solution of LiOH (6 mg, 0.12 mmol) in water (1.0 mL). The resulting reaction mixture was stirred at ambient temperature for 1 hour. The reaction mixture was acidified to pH 3 by 2N NaHSO4, extracted by ethyl acetate (3×20 mL), dried over sodium sulfate, and concentrated in vacuo to afford 2-[(4-(ethoxycarbonyl)piperazin-1-... Run at time 1 hour. Starting materials: O1C(CCCC1)C(=O)O (tetrahydro-pyran-2-carboxylic acid), C(C(=O)Cl)(=O)Cl (oxalyl chloride). The reagents and catalysts are CN(C)C=O (DMF). Solvent: C(Cl)Cl (DCM), C(Cl)Cl (DCM). Run at time 18 hour. Product: O1C(CCCC1)C(=O)Cl (tetrahydro-pyran-2-carbonyl chloride). Isolated yield 99.6%. RXN SMILES: [O:1]1[CH2:6][CH2:5][CH2:4][CH2:3][CH:2]1[C:7]([OH:9])=O.C(Cl)(=O)C([Cl:13])=O>C(Cl)Cl.CN(C=O)C>[O:1]1[CH2:6][CH2:5][CH2:4][CH2:3][CH:2]1[C:7]([Cl:13])=[O:9]. Procedure details: To a solution of tetrahydro-pyran-2-carboxylic acid (6.94 g, 47.96 mmol) in DCM (200 mL) are added oxalyl chloride (4.81 mL, 56.83 mmol) as a solution in DCM (50 mL) and DMF (3 drops). The reaction is stirred at room temperature for 18 h, then concentrated under reduced pressure to afford 7.1 g of tetrahydro-pyran-2-carbonyl chloride, which is used in the next step. Yield: 99%; by 58° C., 1 mm Hg; 1H NMR (250 MHz, CHLOROFORM-d) δ ppm 1.49-1.98 (5H, m), 2.02-2.19 (1H, m), 3.46-3.66 (1H, m), 3.96-... The reactants are Cc1ccc(S(=O)(=O)Nc2ccc(C#N)cc2)cc1, [H-], [Na+], CN(C)C=O, O, CCOS(=O)(=O)OCC. Product: CCN(c1ccc(C#N)cc1)S(=O)(=O)c1ccc(C)cc1. As a reaction SMILES: [C:3](#[N:4])[c:5]1[cH:6][cH:7][c:8]([NH:9][S:10](=[O:11])(=[O:12])[c:13]2[cH:14][cH:15][c:16]([CH3:19])[cH:17][cH:18]2)[cH:20][cH:21]1.[H-:1].[Na+:2].[O:32]=[CH:33][N:34]([CH3:35])[CH3:36].[OH2:31].[S:22]([O:23][CH2:24][CH3:25])([O:28][CH2:26][CH3:27])(=[O:29])=[O:30]>>[C:3](#[N:4])[c:5]1[cH:6][cH:7][c:8]([N:9]([S:10](=[O:11])(=[O:12])[c:13]2[cH:14][cH:15][c:16]([CH3:19])[cH:17][cH:18]2)[CH2:26][CH3:27])[cH:20][cH:21]1. The reactants are Cc1nccn1-c1ccc(N2CC(CN(C(=O)OC(C)(C)C)c3ccon3)OC2=O)cc1F, ClCCl. Product: Cc1nccn1-c1ccc(N2CC(CNc3ccon3)OC2=O)cc1F. RXN SMILES: [CH3:1][c:2]1[n:3](-[c:7]2[c:8]([F:33])[cH:9][c:10]([N:13]3[C:14](=[O:32])[O:15][CH:16]([CH2:18][N:19]([C:20]([O:21][C:22]([CH3:23])([CH3:24])[CH3:25])=[O:26])[c:27]4[n:28][o:29][cH:30][cH:31]4)[CH2:17]3)[cH:11][cH:12]2)[cH:4][cH:5][n:6]1.[Cl:34][CH2:35][Cl:36]>>[CH3:1][c:2]1[n:3](-[c:7]2[c:8]([F:33])[cH:9][c:10]([N:13]3[C:14](=[O:32])[O:15][CH:16]([CH2:18][NH:19][c:27]4[n:28][o:29][cH:30][cH:31]4)[CH2:17]3)[cH:11][cH:12]2)[cH:4][cH:5][n:6]1. Reactants: ClCCl, CCOCC, CC(=O)[O-], COC(=O)C1(C(O)CCCCCOc2ccc(Cl)cc2)CO1, [Na+], O=[Cr](=O)([O-])Cl, c1cc[nH+]cc1. Yields the product COC(=O)C1(C(=O)CCCCCOc2ccc(Cl)cc2)CO1. As a reaction SMILES: [CH2:39]([Cl:40])[Cl:41].[CH2:42]([O:43][CH2:44][CH3:45])[CH3:46].[CH3:13][C:14](=[O:15])[O-:16].[CH3:17][O:18][C:19](=[O:20])[C:21]1([CH:24]([CH2:25][CH2:26][CH2:27][CH2:28][CH2:29][O:30][c:31]2[cH:32][cH:33][c:34]([Cl:37])[cH:35][cH:36]2)[OH:38])[O:22][CH2:23]1.[Na+:12].[O:1]=[Cr:2]([Cl:3])([O-:4])=[O:5].[nH+:6]1[cH:7][cH:8][cH:9][cH:10][cH:11]1>>[CH3:17][O:18][C:19](=[O:20])[C:21]1([C:24]([CH2:25][CH2:26][CH2:27][CH2:28][CH2:29][O:30][c:31]2[cH:32][cH:33][c:34]([Cl:37])[cH:35][cH:36]2)=[O:38])[O:22][CH2:23]1. The reactants are C(C)(=O)NC1=CC=C(C(=O)NC2=C(C=CC=C2)NC(OC(C)(C)C)=O)C=C1 (tert-butyl (2-(4-acetamidobenzamido)phenyl)carbamate), FC(C(=O)O)(F)F (trifluoroacetic acid). Run in ClCCl (dichloromethane). Run at temperature 23 celsius. Yields the product C(C)(=O)NC1=CC=C(C(=O)NC2=C(C=CC=C2)N)C=C1 (4-acetamido-N-(2-aminophenyl)benzamide). RXN SMILES: [C:1]([NH:4][C:5]1[CH:27]=[CH:26][C:8]([C:9]([NH:11][C:12]2[CH:17]=[CH:16][CH:15]=[CH:14][C:13]=2[NH:18]C(=O)OC(C)(C)C)=[O:10])=[CH:7][CH:6]=1)(=[O:3])[CH3:2].FC(F)(F)C(O)=O>ClCCl>[C:1]([NH:4][C:5]1[CH:27]=[CH:26][C:8]([C:9]([NH:11][C:12]2[CH:17]=[CH:16][CH:15]=[CH:14][C:13]=2[NH2:18])=[O:10])=[CH:7][CH:6]=1)(=[O:3])[CH3:2]. Procedure: To a 0° C. solution of tert-butyl (2-(4-acetamidobenzamido)phenyl)carbamate 1.5 (3.5 g, 9.5 mmol) in dry dichloromethane (55 mL) was added trifluoroacetic acid (22 mL) dropwise. The mixture was allowed to slowly warm to 23° C. for 2 hours until the reaction was complete. The solvents were removed in vacuo. The reaction mixture was diluted with water and the pH was adjusted to ˜8 with a saturated aqueous solution of sodium bicarbonate. The resulting precipitate was filtered, washed with water and...